This data is from the Open Reaction Database (ORD), a public repository of structured organic reaction records. The task is: describe an organic reaction: reactants, conditions, products, and yield Starting materials: C(#N)C(CCC(COC1OCCCC1)(C)C)N(C(OC(C)(C)C)=O)C (tert-butyl [1-cyano-4,4-dimethyl-5-(tetrahydro-2H-pyran-2-yloxy)pentyl]methylcarbamate), NO (hydroxylamine). Run in CO (methanol). Conditions: temperature 60 celsius. The product is N\C(\C(CCC(COC1OCCCC1)(C)C)N(C(OC(C)(C)C)=O)C)=N/O (tert-butyl [1-[(Z)-amino(hydroxyimino)methyl]-4,4-dimethyl-5-(tetrahydro-2H-pyran-2-yloxy)pentyl]methylcarbamate). As a reaction SMILES: [C:1]([CH:3]([N:17]([CH3:25])[C:18](=[O:24])[O:19][C:20]([CH3:23])([CH3:22])[CH3:21])[CH2:4][CH2:5][C:6]([CH3:16])([CH3:15])[CH2:7][O:8][CH:9]1[CH2:14][CH2:13][CH2:12][CH2:11][O:10]1)#[N:2].[NH2:26][OH:27]>CO>[NH2:2]/[C:1](=[N:26]\[OH:27])/[CH:3]([N:17]([CH3:25])[C:18](=[O:24])[O:19][C:20]([CH3:23])([CH3:22])[CH3:21])[CH2:4][CH2:5][C:6]([CH3:16])([CH3:15])[CH2:7][O:8][CH:9]1[CH2:14][CH2:13][CH2:12][CH2:11][O:10]1. Procedure: To a stirred solution of tert-butyl [1-cyano-4,4-dimethyl-5-(tetrahydro-2H-pyran-2-yloxy)pentyl]methylcarbamate (8.5 g, 23.98 mmol), in methanol (5 mL) was added 50% hydroxylamine (1.543 mL, 25.2 mmol). The mixture was heated to 60° C. for 3 hours (LC-MS indicates complete conversion) cooled and concentrated. Removal of excess hydroxylamine azeotropically with methanol gave tert-butyl [1-[(Z)-amino(hydroxyimino)methyl]-4,4-dimethyl-5-(tetrahydro-2H-pyran-2-yloxy)pentyl]methylcarbamate: MS (ES+):... The reactants are ClCCl, COC(=O)c1cc(OC(F)F)n(C)n1, O=S(=O)(Cl)Cl. Product: COC(=O)c1nn(C)c(OC(F)F)c1Cl. As a reaction SMILES: [CH2:20]([Cl:21])[Cl:22].[F:1][CH:2]([O:3][c:4]1[cH:5][c:6]([C:10](=[O:11])[O:12][CH3:13])[n:7][n:8]1[CH3:9])[F:14].[S:15]([Cl:16])(=[O:17])([Cl:18])=[O:19]>>[F:1][CH:2]([O:3][c:4]1[c:5]([Cl:18])[c:6]([C:10](=[O:11])[O:12][CH3:13])[n:7][n:8]1[CH3:9])[F:14]. Starting materials: Cc1cc(C#N)cc2nc(-c3ccc(NC(=O)COC4CCN(C(=O)OC(C)(C)C)CC4)cc3)oc12, O=S(=O)(Cl)c1ccccc1. Product: Cc1cc(C#N)cc2nc(-c3ccc(NC(=O)COC4CCN(S(=O)(=O)c5ccccc5)CC4)cc3)oc12. As a reaction SMILES: [C:1](#[N:2])[c:3]1[cH:4][c:5]([CH3:36])[c:6]2[c:7]([n:8][c:9](-[c:11]3[cH:12][cH:13][c:14]([NH:17][C:18]([CH2:19][O:20][CH:21]4[CH2:22][CH2:23][N:24]([C:27]([O:28][C:29]([CH3:30])([CH3:31])[CH3:32])=[O:33])[CH2:25][CH2:26]4)=[O:34])[cH:15][cH:16]3)[o:10]2)[cH:35]1.[c:37]1([S:43](=[O:44])(=[O:45])[Cl:46])[cH:38][cH:39][cH:40][cH:41][cH:42]1>>[C:1](#[N:2])[c:3]1[cH:4][c:5]([CH3:36])[c:6]2[c:7]([n:8][c:9](-[c:11]3[cH:12][cH:13][c:14]([NH:17][C:18]([CH2:19][O:20][CH:21]4[CH2:22][CH2:23][N:24]([S:43]([c:37]5[cH:38][cH:39][cH:40][cH:41][cH:42]5)(=[O:44])=[O:45])[CH2:25][CH2:26]4)=[O:34])[cH:15][cH:16]3)[o:10]2)[cH:35]1. Reactants: NC1=CC(=C(C(=O)O)C=C1Cl)OCC1=CC=CC=C1 (4-amino-5-chloro-2-(phenylmethoxy)benzoic acid), C(=O)(N1C=NC=C1)N1C=NC=C1 (1,1'-carbonyldiimidazole), NC1CN2CCC1CC2 (3-aminoquinuclidine). The solvent is O1CCCC1 (tetrahydrofuran), O1CCCC1 (tetrahydrofuran). Conditions: time 45 minute. Product: NC1=CC(=C(C(=O)NC2CN3CCC2CC3)C=C1Cl)OCC1=CC=CC=C1 (4-Amino-N-(1-azabicyclo[2.2.2]oct-3-yl)-5-chloro-2-(phenylmethoxy)benzamide). Yield: 82.4%. RXN SMILES: [NH2:1][C:2]1[C:10]([Cl:11])=[CH:9][C:5]([C:6]([OH:8])=O)=[C:4]([O:12][CH2:13][C:14]2[CH:19]=[CH:18][CH:17]=[CH:16][CH:15]=2)[CH:3]=1.C(N1C=CN=C1)(N1C=CN=C1)=O.[NH2:32][CH:33]1[CH:38]2[CH2:39][CH2:40][N:35]([CH2:36][CH2:37]2)[CH2:34]1>O1CCCC1>[NH2:1][C:2]1[C:10]([Cl:11])=[CH:9][C:5]([C:6]([NH:32][CH:33]2[CH:38]3[CH2:39][CH2:40][N:35]([CH2:36][CH2:37]3)[CH2:34]2)=[O:8])=[C:4]([O:12][CH2:13][C:14]2[CH:19]=[CH:18][CH:17]=[CH:16][CH:15]=2)[CH:3]=1. Procedure: A solution of 4-amino-5-chloro-2-(phenylmethoxy)benzoic acid (2.78 g, 10 mmol) in anhydrous tetrahydrofuran (10 mL) under nitrogen was treated with 1,1'-carbonyldiimidazole (1.87 g, 11.5 mmol), stirred for 45 minutes, and degassed over 15 minutes under a stream of nitrogen. A solution of 3-aminoquinuclidine (1.84 g, 14.6 mmol) in anhydrous tetrahydrofuran (5 mL) was added, and the mixture was stirred at room temperature for 18 hours, then concentrated in vacuo and partitioned between 3N sodium h... Starting materials: [H-].[H-].[H-].[H-].[Al+3].[Li+] (Lithium aluminum tetrahydride), C(C)[C@H]([C@H](C(=O)N(C)C)C)C1=CC(=CC=C1)OCC1=CC=CC=C1 ((αR,βR)-β-ethyl-N,N,α-trimethyl-3-(phenylmethoxy)benzenepropanamide), [Al] (aluminum). The solvent is C1(=CC=CC=C1)C (toluene), C1(=CC=CC=C1)C (toluene), O1CCCC1 (tetrahydrofuran). Conditions: time 2 hour. Product: C(C)[C@H]([C@H](CN(C)C)C)C1=CC(=CC=C1)OCC1=CC=CC=C1 ((βR,γR)-γ-ethyl-N,N,β-trimethyl-3-(phenylmethoxy)benzenepropanamine). Isolated yield 89.9%. Reaction SMILES: [H-].[H-].[H-].[H-].[Al+3].[Li+].[CH2:7]([C@@H:9]([C:17]1[CH:22]=[CH:21][CH:20]=[C:19]([O:23][CH2:24][C:25]2[CH:30]=[CH:29][CH:28]=[CH:27][CH:26]=2)[CH:18]=1)[C@@H:10]([CH3:16])[C:11]([N:13]([CH3:15])[CH3:14])=O)[CH3:8].[Al]>O1CCCC1.C1(C)C=CC=CC=1>[CH2:7]([C@@H:9]([C:17]1[CH:22]=[CH:21][CH:20]=[C:19]([O:23][CH2:24][C:25]2[CH:30]=[CH:29][CH:28]=[CH:27][CH:26]=2)[CH:18]=1)[C@@H:10]([CH3:16])[CH2:11][N:13]([CH3:15])[CH3:14])[CH3:8] |f:0.1.2.3.4.5|. Procedure details: Lithium aluminum tetrahydride (730 mg, 20 mmol) was suspended in tetrahydrofuran (10 ml), the product of Example 5 (3.2 g, 10 mmol) was dissolved in toluene, cooled in an ice-water bath, the solution of red aluminum in toluene (9 mL, 30 mmol) was added dropwise, the reaction was carried out for 2 hours and then quenched by adding 10% NaOH aqueous solution. After the reaction solution was separated, the organic phase was washed with saturated brine, dried over anhydrous sodium sulfate, and concen... Starting materials: COC(=O)C1=C(N=C(S1)N1C=NC2=C1C=C(C(=C2)OC)OC)Br (4-bromo-2-(5,6-dimethoxy-benzoimidazol-1-yl)-thiazole-5-carboxylic acid methyl ester), COC=1C=C(C=CC1OC)B(O)O (3,4-dimethoxyphenylboronic acid). The product is COC1=CC2=C(N(C=N2)C=2SC(=C(N2)C2=CC(=C(C=C2)OC)OC)C(=O)O)C=C1OC (2-(5,6-Dimethoxy-benzoimidazol-1-yl)-4-(3,4-dimethoxy-phenyl)-thiazole-5-carboxylic acid). Yield: 59.8%. Reaction SMILES: C[O:2][C:3]([C:5]1[S:9][C:8]([N:10]2[C:14]3[CH:15]=[C:16]([O:21][CH3:22])[C:17]([O:19][CH3:20])=[CH:18][C:13]=3[N:12]=[CH:11]2)=[N:7][C:6]=1Br)=[O:4].[CH3:24][O:25][C:26]1[CH:27]=[C:28](B(O)O)[CH:29]=[CH:30][C:31]=1[O:32][CH3:33]>>[CH3:20][O:19][C:17]1[C:16]([O:21][CH3:22])=[CH:15][C:14]2[N:10]([C:8]3[S:9][C:5]([C:3]([OH:2])=[O:4])=[C:6]([C:29]4[CH:28]=[CH:27][C:26]([O:25][CH3:24])=[C:31]([O:32][CH3:33])[CH:30]=4)[N:7]=3)[CH:11]=[N:12][C:13]=2[CH:18]=1. Reported procedure: In a similar manner as described for Example 26, 4-bromo-2-(5,6-dimethoxy-benzoimidazol-1-yl)-thiazole-5-carboxylic acid methyl ester (40 mg, 0.1 mmol) and 3,4-dimethoxyphenylboronic acid (27.3 mg, 0.15 mmol) gave 2-(5,6-Dimethoxy-benzoimidazol-1-yl)-4-(3,4-dimethoxy-phenyl)-thiazole-5-carboxylic acid (26.4 mg, 60%) as a white solid. 1H NMR (400 MHz, DMSO-d6) δ ppm 13.45 (br.s., 1 H); 8.83 (s, 1 H); 7.86 (s, 1 H); 7.66 (d, 1 H); 7.60 (dd, 1 H); 7.40 (s, 1 H); 7.08 (d, 1H); 3.87 (s, 3 H); 3.85 (s...